Task: describe an organic reaction: reactants, conditions, products, and yield. Dataset: the Open Reaction Database (ORD), a public repository of structured organic reaction records The reactants are CN(C(=O)OC(C)(C)C)C(Cc1ccc2ccccc2c1)C(=O)O, CCN(C(C)C)C(C)C, CCN=C=NCCCN(C)C, CNCCCc1ccccc1, CN(C)C=O, CCOC(C)=O, ClCCl, Cl. Product: CN(CCCc1ccccc1)C(=O)C(Cc1ccc2ccccc2c1)N(C)C(=O)OC(C)(C)C. RXN SMILES: [C:1]([CH3:2])([CH3:3])([CH3:4])[O:5][C:6](=[O:7])[N:8]([CH3:9])[CH:10]([C:11](=[O:12])[OH:13])[CH2:14][c:15]1[cH:16][c:17]2[cH:18][cH:19][cH:20][cH:21][c:22]2[cH:23][cH:24]1.[CH2:48]([N:49]([CH:50]([CH3:51])[CH3:52])[CH:53]([CH3:54])[CH3:55])[CH3:56].[CH3:26][N:27]([CH3:28])[CH2:29][CH2:30][CH2:31][N:32]=[C:33]=[N:34][CH2:35][CH3:36].[CH3:37][NH:38][CH2:39][CH2:40][CH2:41][c:42]1[cH:43][cH:44][cH:45][cH:46][cH:47]1.[CH3:57][N:58]([CH3:59])[CH:60]=[O:61].[CH3:65][CH2:66][O:67][C:68](=[O:69])[CH3:70].[Cl:62][CH2:63][Cl:64].[ClH:25]>>[C:1]([CH3:2])([CH3:3])([CH3:4])[O:5][C:6](=[O:7])[N:8]([CH3:9])[CH:10]([C:11](=[O:12])[N:38]([CH3:37])[CH2:39][CH2:40][CH2:41][c:42]1[cH:43][cH:44][cH:45][cH:46][cH:47]1)[CH2:14][c:15]1[cH:16][c:17]2[cH:18][cH:19][cH:20][cH:21][c:22]2[cH:23][cH:24]1. The reactants are CCCCO, CCCC[O-], [Cl-], [Na+], [Na+], [Na+], [OH-], Oc1ccc(O)cc1, CCCCC(C)(C#N)COS(=O)(=O)c1ccc(C)cc1. Yields the product CCCCC(C)(C#N)COc1ccc(O)cc1. As a reaction SMILES: [CH2:39]([OH:40])[CH2:41][CH2:42][CH3:43].[CH3:29][CH2:30][CH2:31][CH2:32][O-:33].[Cl-:38].[Na+:34].[Na+:36].[Na+:37].[OH-:35].[OH:21][c:22]1[cH:23][cH:24][c:25]([OH:26])[cH:27][cH:28]1.[c:1]1([CH3:2])[cH:3][cH:4][c:5]([S:6]([O:7][CH2:11][C:12]([CH2:13][CH2:14][CH2:15][CH3:16])([CH3:17])[C:18]#[N:19])(=[O:8])=[O:9])[cH:10][cH:20]1>>[CH2:11]([C:12]([CH2:13][CH2:14][CH2:15][CH3:16])([CH3:17])[C:18]#[N:19])[O:21][c:22]1[cH:23][cH:24][c:25]([OH:26])[cH:27][cH:28]1. Starting materials: C(C)OC(=O)C1=NC2=CC=C(C=C2C=C1)O (6-hydroxy-quinoline-2-carboxylic acid ethyl ester), C1(=CC=CC=C1)P(C1=CC=CC=C1)C1=CC=CC=C1 (triphenylphospine), N1(CCCCC1)CCCO (3-piperidin-1-yl-propan-1-ol). Solvent: C1(=CC=CC=C1)C (toluene), C1CCOC1 (THF). Reaction conditions: temperature 35 celsius. Product: C(C)OC(=O)C1=NC2=CC=C(C=C2C=C1)OCCCN1CCCCC1 (6-(3-Piperidin-1-yl-propoxy)-quinoline-2-carboxylic acid ethyl ester). As a reaction SMILES: [CH2:1]([O:3][C:4]([C:6]1[CH:15]=[CH:14][C:13]2[C:8](=[CH:9][CH:10]=[C:11]([OH:16])[CH:12]=2)[N:7]=1)=[O:5])[CH3:2].C1(P(C2C=CC=CC=2)C2C=CC=CC=2)C=CC=CC=1.[N:36]1([CH2:42][CH2:43][CH2:44]O)[CH2:41][CH2:40][CH2:39][CH2:38][CH2:37]1>C1(C)C=CC=CC=1.C1COCC1>[CH2:1]([O:3][C:4]([C:6]1[CH:15]=[CH:14][C:13]2[C:8](=[CH:9][CH:10]=[C:11]([O:16][CH2:44][CH2:43][CH2:42][N:36]3[CH2:41][CH2:40][CH2:39][CH2:38][CH2:37]3)[CH:12]=2)[N:7]=1)=[O:5])[CH3:2]. Reported procedure: A mixture of 0.400 g (0.002 mol) of 6-hydroxy-quinoline-2-carboxylic acid ethyl ester, 0.966 g (0.004 mmol) of triphenylphospine (Fluka), 0.396 g (0.003 mmol) of 3-piperidin-1-yl-propan-1-ol and 0.68 ml (0.004 mmol) of di-tert.-butyl azadicarboxylate 40% in toluene in 40 ml THF was stirred for a prolonged period of time at 35° C. The mixture was filtered through a pad of silica and washed with 30 ml THF. The mixture was evaporated to dryness and purified on silica eluting with a gradient of DCM/... Reactants: CC(C)(C)OC(=O)Nc1cc(F)c(F)cc1CCl, COC(=O)CN, CCN(C(C)C)C(C)C, Cl, CN(C)C=O, O. The product is COC(=O)CNCc1cc(F)c(F)cc1NC(=O)OC(C)(C)C. RXN SMILES: [C:1]([CH3:2])([CH3:3])([CH3:4])[O:5][C:6]([NH:7][c:8]1[c:9]([CH2:16][Cl:17])[cH:10][c:11]([F:15])[c:12]([F:14])[cH:13]1)=[O:18].[CH3:29][O:30][C:31]([CH2:32][NH2:33])=[O:34].[CH:19]([N:20]([CH2:21][CH3:22])[CH:23]([CH3:24])[CH3:25])([CH3:26])[CH3:27].[ClH:28].[O:36]=[CH:37][N:38]([CH3:39])[CH3:40].[OH2:35]>>[C:1]([CH3:2])([CH3:3])([CH3:4])[O:5][C:6]([NH:7][c:8]1[c:9]([CH2:16][NH:33][CH2:32][C:31]([O:30][CH3:29])=[O:34])[cH:10][c:11]([F:15])[c:12]([F:14])[cH:13]1)=[O:18]. Starting materials: BrCCn1cccc1, COc1ccc(OC)c(Sc2nc3c(N)ncnc3[nH]2)c1. Yields the product COc1ccc(OC)c(Sc2nc3c(N)ncnc3n2CCn2cccc2)c1. Reaction SMILES: [Br:22][CH2:23][CH2:24][n:25]1[cH:26][cH:27][cH:28][cH:29]1.[CH3:1][O:2][c:3]1[c:4]([S:11][c:12]2[nH:13][c:14]3[n:15][cH:16][n:17][c:18]([NH2:21])[c:19]3[n:20]2)[cH:5][c:6]([O:9][CH3:10])[cH:7][cH:8]1>>[CH3:1][O:2][c:3]1[c:4]([S:11][c:12]2[n:13]([CH2:23][CH2:24][n:25]3[cH:26][cH:27][cH:28][cH:29]3)[c:14]3[n:15][cH:16][n:17][c:18]([NH2:21])[c:19]3[n:20]2)[cH:5][c:6]([O:9][CH3:10])[cH:7][cH:8]1. Starting materials: C(C)C1=C(C(=CC(=C1)C)CC)CC(=O)Cl (2,6-diethyl-4-methylphenylacetyl chloride), ice water, C(C)(=O)OCC (ethyl acetate), C([O-])([O-])=O.[K+].[K+] (potassium carbonate), CNN=C(C(=O)OCC)C (ethyl 2-(methylhydrazono)propanoate). Solvent: C(C)#N (acetonitrile), CCCCCC (hexane), C(C)#N (acetonitrile). Product: C(C)C1=C(C(=CC(=C1)C)CC)CC(=O)N(N=C(C(=O)OCC)C)C (Ethyl 2-[2-(2,6-diethyl-4-methylphenylacetyl)-2-methylhydrazono]propanoate). The yield is 49.4%. Reaction SMILES: C(=O)([O-])[O-].[K+].[K+].[CH3:7][NH:8][N:9]=[C:10]([CH3:16])[C:11]([O:13][CH2:14][CH3:15])=[O:12].[CH2:17]([C:19]1[CH:24]=[C:23]([CH3:25])[CH:22]=[C:21]([CH2:26][CH3:27])[C:20]=1[CH2:28][C:29](Cl)=[O:30])[CH3:18].C(OCC)(=O)C>C(#N)C.CCCCCC>[CH2:17]([C:19]1[CH:24]=[C:23]([CH3:25])[CH:22]=[C:21]([CH2:26][CH3:27])[C:20]=1[CH2:28][C:29]([N:8]([CH3:7])[N:9]=[C:10]([CH3:16])[C:11]([O:13][CH2:14][CH3:15])=[O:12])=[O:30])[CH3:18] |f:0.1.2|. Procedure: 1.5 g of potassium carbonate was added to a solution of 2.0 g of ethyl 2-(methylhydrazono)propanoate in 35 mL of acetonitrile. The mixture was stirred under cooling with ice, to which a solution of 2.6 g of 2,6-diethyl-4-methylphenylacetyl chloride in 10 mL of acetonitrile was added dropwise over about 20 minutes. The resulting mixture was further stirred for 3.5 hours at room temperature, and then concentrated under reduced pressure. To the residue obtained was added 20 mL of ice-water, which w... Yield: 24.0%. Procedure: Following the procedure as described in Example 23, making variations as necessary to replace N-benzyl-3-methyl-5-(1H-1,2,4-triazol-3-yl)thiophene-2-carboxamide with 3-methyl-N-(pyridin-3-ylmethyl)-5-(1H-1,2,4-triazol-3-yl)thiophene-2-carboxamide to react with 4-fluorobenzyl bromide, the title compound was obtained as an off-white solid in 24% yield: mp 154-155° C.; 1H NMR (300 MHz, CDCl3) δ 8.60 (s, 1H), 8.54 (s, 1H), 7.99 (s, 1H), 7.71 (d, J=7.4 Hz, 1H), 7.45 (s, 1H), 7.33-7.24 (m, 3H), 7.11-7... Yields the product FC1=CC=C(CN2N=C(N=C2)C2=CC(=C(S2)C(=O)NCC=2C=NC=CC2)C)C=C1 (5-(1-(4-fluorobenzyl)-1H-1,2,4-triazol-3-yl)-3-methyl-N-(pyridin-3-ylmethyl)thiophene-2-carboxamide). The reactants are C(C1=CC=CC=C1)NC(=O)C=1SC(=CC1C)C1=NNC=N1 (N-benzyl-3-methyl-5-(1H-1,2,4-triazol-3-yl)thiophene-2-carboxamide), CC1=C(SC(=C1)C1=NNC=N1)C(=O)NCC=1C=NC=CC1 (3-methyl-N-(pyridin-3-ylmethyl)-5-(1H-1,2,4-triazol-3-yl)thiophene-2-carboxamide), FC1=CC=C(CBr)C=C1 (4-fluorobenzyl bromide). Reaction SMILES: C(NC(C1SC(C2N=CNN=2)=CC=1C)=O)C1C=CC=CC=1.[CH3:22][C:23]1[CH:27]=[C:26]([C:28]2[N:32]=[CH:31][NH:30][N:29]=2)[S:25][C:24]=1[C:33]([NH:35][CH2:36][C:37]1[CH:38]=[N:39][CH:40]=[CH:41][CH:42]=1)=[O:34].[F:43][C:44]1[CH:51]=[CH:50][C:47]([CH2:48]Br)=[CH:46][CH:45]=1>>[F:43][C:44]1[CH:51]=[CH:50][C:47]([CH2:48][N:30]2[CH:31]=[N:32][C:28]([C:26]3[S:25][C:24]([C:33]([NH:35][CH2:36][C:37]4[CH:38]=[N:39][CH:40]=[CH:41][CH:42]=4)=[O:34])=[C:23]([CH3:22])[CH:27]=3)=[N:29]2)=[CH:46][CH:45]=1. Reactants: O=C1CCC(=O)N1Br, COC(=O)c1ccc(OC)c(C)c1, ClC(Cl)(Cl)Cl. Product: COC(=O)c1ccc(OC)c(CBr)c1. As a reaction SMILES: [Br:14][N:15]1[C:16](=[O:17])[CH2:18][CH2:19][C:20]1=[O:21].[CH3:1][O:2][c:3]1[c:4]([CH3:13])[cH:5][c:6]([C:7](=[O:8])[O:9][CH3:10])[cH:11][cH:12]1.[Cl:22][C:23]([Cl:24])([Cl:25])[Cl:26]>>[CH3:1][O:2][c:3]1[c:4]([CH2:13][Br:14])[cH:5][c:6]([C:7](=[O:8])[O:9][CH3:10])[cH:11][cH:12]1. Reactants: CCOC(=O)C (EtOAc), ClC=1C2=C(N=CN1)C=CN2 (4-chloro-5H-pyrrolo[3,2-d]pyrimidine), [H-].[Na+] (NaH), ClCOCC1=CC=CC=C1 (benzyl chloromethyl ether), [H-].[Na+] (NaH). RXN SMILES: Cl[C:2]1[C:3]2[NH:10][CH:9]=[CH:8][C:4]=2[N:5]=[CH:6][N:7]=1.[H-].[Na+].Cl[CH2:14][O:15][CH2:16][C:17]1[CH:22]=[CH:21][CH:20]=[CH:19][CH:18]=1.C[CH2:24][O:25]C(C)=O>C1COCC1.CO>[CH2:16]([O:15][CH2:14][N:10]1[C:3]2[C:2]([O:25][CH3:24])=[N:7][CH:6]=[N:5][C:4]=2[CH:8]=[CH:9]1)[C:17]1[CH:22]=[CH:21][CH:20]=[CH:19][CH:18]=1 |f:1.2|. The product is C(C1=CC=CC=C1)OCN1C=CC=2N=CN=C(C21)OC (5-(benzyloxymethyl)-4-methoxy-5H-pyrrolo[3,2-d]pyrimidine). The solvent is CO (MeOH), C1CCOC1 (THF). Procedure details: To a suspension of 4-chloro-5H-pyrrolo[3,2-d]pyrimidine (1.53 g, 10.0 mmol) in 30 mL of THF was added NaH (560 mg, 14.0 mmol, 60% in mineral oil) by portion under N2. After the mixture was cooled to 0° C., benzyl chloromethyl ether (1.71 mL, 13.0 mmol) was added. Then the mixture was stirred at RT for 1 h (monitored by TLC 40% EtOAc/Hex). 8 mL of anhydrous MeOH was added into the reaction mixture followed by NaH (400 mg, 10.0 mmol, 60% mineral oil) by portion. The resulting mixture was stirred a... Reaction conditions: temperature 0 celsius, time 8 hour. Starting materials: Cl.NC(=N)N (Guanidine hydrochloride), [O-]CC.[Na+] (sodium ethoxide), C(#N)C(CCCOC1=CC=C(C(=O)OCC)C=C1)C(=O)OCC (Ethyl 4-[(4-cyano-5-ethoxy-5-oxopentyl)oxy]benzoate). Solvent: C(C)O (ethanol), C(C)O (ethanol). The product is NC=1NC(C(=C(N1)N)CCCOC1=CC=C(C(=O)OCC)C=C1)=O (Ethyl 4-[3-(2,4-diamino-1,6-dihydro-6-oxo-5-pyrimidinyl)propoxy]benzoate). The yield is 92.9%. As a reaction SMILES: Cl.[NH2:2][C:3]([NH2:5])=[NH:4].[O-]CC.[Na+].[C:10]([CH:12]([C:28](OCC)=[O:29])[CH2:13][CH2:14][CH2:15][O:16][C:17]1[CH:27]=[CH:26][C:20]([C:21]([O:23][CH2:24][CH3:25])=[O:22])=[CH:19][CH:18]=1)#[N:11]>C(O)C>[NH2:4][C:3]1[NH:5][C:28](=[O:29])[C:12]([CH2:13][CH2:14][CH2:15][O:16][C:17]2[CH:18]=[CH:19][C:20]([C:21]([O:23][CH2:24][CH3:25])=[O:22])=[CH:26][CH:27]=2)=[C:10]([NH2:11])[N:2]=1 |f:0.1,2.3|. Procedure: Guanidine hydrochloride (4.18 g, 43.7 mmoles) was added to a solution of sodium ethoxide (65.6 mmoles) in ethanol (25 mL), and the mixture was treated with compound 1A (7.0 g, 21.9 mmoles) as a solution in ethanol (25 mL) and then refluxed for 7 hours. After cooling, the mixture was filtered, the solid residue was washed with 3 volumes (10 mL) of ethanol, and the combined filtrate and washings were treated with acetic acid to pH ~ 7.0. The filtrate was evaporated in vacuo to a viscous residue an...